From a dataset of the Open Reaction Database (ORD), a public repository of structured organic reaction records. describe an organic reaction: reactants, conditions, products, and yield Reactants: C(C(=O)C)(=O)O (pyruvic acid), COC1=C(C(=O)N)C=CC=C1 (2-methoxybenzamide), O (water). The solvent is ClCCCl (1,2-di-chloroethane). The product is COC1=C(C(=O)NC(=C)C(=O)O)C=CC=C1 (N-(2-methoxybenzoyl)dehydroalanine). The yield is 8.5%. Reaction SMILES: [CH3:1][O:2][C:3]1[CH:11]=[CH:10][CH:9]=[CH:8][C:4]=1[C:5]([NH2:7])=[O:6].[C:12]([OH:17])(=[O:16])[C:13]([CH3:15])=O.O>ClCCCl>[CH3:1][O:2][C:3]1[CH:11]=[CH:10][CH:9]=[CH:8][C:4]=1[C:5]([NH:7][C:13]([C:12]([OH:17])=[O:16])=[CH2:15])=[O:6]. Reported procedure: A suspension of 2-methoxybenzamide in 1,2-di-chloroethane (24.5 ml/g) is brought to reflux in the presence of 3 equivalents of freshly distilled pyruvic acid in a round-bottomed flask surmounted by a system which makes it possible to remove the water formed during the reaction. When the formation of water has finished 15 (approximately 7 hours), the reaction mixture is left at room temperature. After filtering off the insoluble materials, the filtrate is extracted with an aqueous sodium bicarbon...